This data is from the Open Reaction Database (ORD), a public repository of structured organic reaction records. The task is: describe an organic reaction: reactants, conditions, products, and yield Starting materials: C(C)N1C(=NC2=C1C=CC(=C2)NC(C)=O)CN2C(=NC=C2)C2=C(C=CC(=C2)F)F (N-{1-Ethyl-2-{[2-(2,5-difluorophenyl)-1H-imidazol-1-yl]methyl}-1H-benzimidazol-5-yl}acetamide), Cl (HCl). Solvent: CO (methanol). Product: C(C)N1C(=NC2=C1C=CC(=C2)N)CN2C(=NC=C2)C2=C(C=CC(=C2)F)F (1-Ethyl-2-{[2-(2,5-difluorophenyl)-1H-imidazol-1-yl]methyl}-5-amino-1H-benzimidazole). RXN SMILES: [CH2:1]([N:3]1[C:7]2[CH:8]=[CH:9][C:10]([NH:12]C(=O)C)=[CH:11][C:6]=2[N:5]=[C:4]1[CH2:16][N:17]1[CH:21]=[CH:20][N:19]=[C:18]1[C:22]1[CH:27]=[C:26]([F:28])[CH:25]=[CH:24][C:23]=1[F:29])[CH3:2].Cl>CO>[CH2:1]([N:3]1[C:7]2[CH:8]=[CH:9][C:10]([NH2:12])=[CH:11][C:6]=2[N:5]=[C:4]1[CH2:16][N:17]1[CH:21]=[CH:20][N:19]=[C:18]1[C:22]1[CH:27]=[C:26]([F:28])[CH:25]=[CH:24][C:23]=1[F:29])[CH3:2]. Procedure details: Crude N-{1-Ethyl-2-{[2-(2,5-difluorophenyl)-1H-imidazol-1-yl]methyl}-1H-benzimidazol-5-yl}acetamide is treated with 10% aqueous HCl (20 mL) in methanol (10 mL) at reflux for 1.5 h. After cooling, the methanol is removed in vacuo, and the aqueous layer washed with ethyl acetate. The aqueous layer is adjusted to pH 10 with 3 N NaOH, then extracted with ethyl acetate (3×), and the combined organic extracts washed with water (2×) then saturated aqueous sodium chloride, dried (MgSO4), and concentrate... The product is CCCc1c(OCCCOc2cc(O)c(-c3cscn3)cc2CC)cccc1Oc1ccccc1C(=O)O. Reaction SMILES: [CH3:1][O:2][C:3]([c:4]1[c:5]([O:10][c:11]2[c:12]([CH2:36][CH2:37][CH3:38])[c:13]([O:17][CH2:18][CH2:19][CH2:20][O:21][c:22]3[c:23]([CH2:34][CH3:35])[cH:24][c:25](-[c:29]4[n:30][cH:31][s:32][cH:33]4)[c:26]([OH:28])[cH:27]3)[cH:14][cH:15][cH:16]2)[cH:6][cH:7][cH:8][cH:9]1)=[O:39].[CH3:42][OH:43].[Li+:40].[OH-:41]>>[O:2]=[C:3]([c:4]1[c:5]([O:10][c:11]2[c:12]([CH2:36][CH2:37][CH3:38])[c:13]([O:17][CH2:18][CH2:19][CH2:20][O:21][c:22]3[c:23]([CH2:34][CH3:35])[cH:24][c:25](-[c:29]4[n:30][cH:31][s:32][cH:33]4)[c:26]([OH:28])[cH:27]3)[cH:14][cH:15][cH:16]2)[cH:6][cH:7][cH:8][cH:9]1)[OH:39]. Starting materials: CCCc1c(OCCCOc2cc(O)c(-c3cscn3)cc2CC)cccc1Oc1ccccc1C(=O)OC, CO, [Li+], [OH-]. Reactants: BrBr (bromine), ClC1=CC=C(C=C1)C=CC(CC(C(=O)OCC)=O)=O (ethyl 6-(4-chlorophenyl)-2,4-dioxohex-5-enoate). Run in C(Cl)(Cl)Cl (chloroform), C(Cl)(Cl)Cl (chloroform). Run at time 30 minute. The product is BrC1=C(OC(=CC1=O)C1=CC=C(C=C1)Cl)C(=O)OCC (Ethyl 3-bromo-6-(4-chlorophenyl)-4-oxo-4H-pyran-2-carboxylate). Reaction SMILES: [Br:1]Br.[Cl:3][C:4]1[CH:9]=[CH:8][C:7]([CH:10]=[CH:11][C:12](=[O:21])[CH2:13][C:14](=[O:20])[C:15]([O:17][CH2:18][CH3:19])=[O:16])=[CH:6][CH:5]=1>C(Cl)(Cl)Cl>[Br:1][C:13]1[C:12](=[O:21])[CH:11]=[C:10]([C:7]2[CH:8]=[CH:9][C:4]([Cl:3])=[CH:5][CH:6]=2)[O:20][C:14]=1[C:15]([O:17][CH2:18][CH3:19])=[O:16]. Procedure details: A solution of bromine (7.06 ml) in chloroform (70 ml) was added dropwise to a stirred solution of ethyl 6-(4-chlorophenyl)-2,4-dioxohex-5-enoate (19.2 g) in chloroform (300 ml) at 5° to 10° C. The solution was stirred for 30 minutes at room temperature then evaporated to a yellow oil. This crude tribromide was dissolved in dimethylsulphoxide (150 ml), and 1,5-diazabicyclo[4.3.0]non-5-ene (16.9 g) was added at 20° to 25° C. The mixture was stirred for 30 minutes at room temperature then diluted w... Reactants: Br (HBr), C(C)OP(OCC)(=O)C1=CC=C(C=C1)C1=CC=C(C=C1)P(OCC)(=O)OCC (4,4'-biphenyl-diphosphonic acid tetra-ethyl ester), O (H2O). The solvent is C(C)(=O)O (acetic acid). Conditions: temperature 80 celsius. Yields the product C1(=CC=C(C=C1)P(O)(=O)O)C1=CC=C(C=C1)P(O)(=O)O (4,4'-biphenyl-diphosphonic acid). The yield is 0.1%. As a reaction SMILES: Br.C([O:4][P:5]([C:10]1[CH:15]=[CH:14][C:13]([C:16]2[CH:21]=[CH:20][C:19]([P:22]([O:27]CC)(=[O:26])[O:23]CC)=[CH:18][CH:17]=2)=[CH:12][CH:11]=1)(=[O:9])[O:6]CC)C.O>C(O)(=O)C>[C:16]1([C:13]2[CH:14]=[CH:15][C:10]([P:5]([OH:6])(=[O:4])[OH:9])=[CH:11][CH:12]=2)[CH:17]=[CH:18][C:19]([P:22]([OH:26])(=[O:23])[OH:27])=[CH:20][CH:21]=1. Procedure: 66 ml of HBr at 33% by weight in acetic acid are added to 4.9 g (11.5 moles) of 4,4'-biphenyl-diphosphonic acid tetra-ethyl ester and the mixture is heated at 80° C. for 4 hours. After cooling to ambient temperature, 150 ml of H2O are added under agitation and the precipitate obtained is filtered, washed with water and vacuum dried (20 mm Hg) at 45° C. for one night. 2.29 g of 4,4'-biphenyl-diphosphonic acid, with a molar yield of 66% are obtained. The reactants are C1(=CC=CC=C1)N1N=CC=2C=C3C(=C(C2C1=O)O)C1=C(C=2C(C4=CC(=C(C(=C4C(C2C(=C1CC3)OC)=O)O)C)O)=O)O (2-phenyl-10,12,15,16-tetrahydroxy-8-methoxy-11-methyl-9,14-dioxo-6,7,9, 14-tetrahydronaphthaceno[1,2-g]phthalazin-1-one), C(Cl)Cl (CH2Cl2), [OH-].[Na+] (sodium hydroxide), C(C=C)Br (allyl bromide). The reagents and catalysts are [Br-].C(CCC)[N+](CCCC)(CCCC)CCCC (tetrabutylammonium bromide). Run in O (water), Cl (HCl), O (water). Conditions: time 24 hour. Yields the product C1(=CC=CC=C1)N1N=CC=2C=C3C(=C(C2C1=O)O)C1=C(C=2C(C4=CC(=C(C(=C4C(C2C(=C1CC3)OC)=O)O)C)CC=C)=O)O (2-Phenyl-12-allyl-10,15,16-trihydroxy-8-methoxy-11-methyl-9,14-dioxo-6,7,9,14-tetrahydronaphthaceno[1,2-g]phthalazin-1-one). Yield: 35.0%. As a reaction SMILES: [C:1]1([N:7]2[C:16](=O)[C:15]3[C:14]([OH:18])=[C:13]4[C:19]5[C:32]([CH2:33][CH2:34][C:12]4=[CH:11][C:10]=3[CH:9]=[N:8]2)=[C:31]([O:35][CH3:36])[C:30]2[C:29](=[O:37])[C:28]3[C:23](=[CH:24][C:25](O)=[C:26]([CH3:39])[C:27]=3[OH:38])[C:22](=[O:41])[C:21]=2[C:20]=5[OH:42])[CH:6]=[CH:5][CH:4]=[CH:3][CH:2]=1.C(Cl)Cl.[OH-:46].[Na+].[CH2:48](Br)[CH:49]=[CH2:50]>[Br-].C([N+](CCCC)(CCCC)CCCC)CCC.O.Cl>[C:1]1([N:7]2[C:16](=[O:46])[C:15]3[C:14]([OH:18])=[C:13]4[C:19]5[C:32]([CH2:33][CH2:34][C:12]4=[CH:11][C:10]=3[CH:9]=[N:8]2)=[C:31]([O:35][CH3:36])[C:30]2[C:29](=[O:37])[C:28]3[C:23](=[CH:24][C:25]([CH2:50][CH:49]=[CH2:48])=[C:26]([CH3:39])[C:27]=3[OH:38])[C:22](=[O:41])[C:21]=2[C:20]=5[OH:42])[CH:2]=[CH:3][CH:4]=[CH:5][CH:6]=1 |f:2.3,5.6|. Procedure details: To a solution of 1 g (1.78 mmol) of 2-phenyl-10,12,15,16-tetrahydroxy-8-methoxy-11-methyl-9,14-dioxo-6,7,9,14-tetrahydronaphthaceno[1,2-g]phthalazin-1-one (5) in 10 m of CH2Cl2 are successively added, while stirring, at intervals of a few minutes 10 m of water, 10 mg of tetrabutylammonium bromide, 120 mg (3 mmol) of finely powdered sodium hydroxide and 0.26 m (2.8 mnmol) of allyl bromide. After 24 h at room temperature, the mixture is diluted with 40 m of water and acidifed with 10 per cent aque... Reactants: CCOC(=O)CCCCc1c(CBr)nn2c(CC)ccc2c1-c1cccc(C#N)c1, CN(C)C=O, O=C([O-])[O-], Oc1ccccc1. Yields the product CCOC(=O)CCCCc1c(COc2ccccc2)nn2c(CC)ccc2c1-c1cccc(C#N)c1. As a reaction SMILES: [Br:1][CH2:2][c:3]1[c:4]([CH2:22][CH2:23][CH2:24][CH2:25][C:26](=[O:27])[O:28][CH2:29][CH3:30])[c:5](-[c:14]2[cH:15][c:16]([C:20]#[N:21])[cH:17][cH:18][cH:19]2)[c:6]2[n:7]([n:8]1)[c:9]([CH2:12][CH3:13])[cH:10][cH:11]2.[CH3:42][N:43]([CH3:44])[CH:45]=[O:46].[O-:38][C:39](=[O:40])[O-:41].[OH:31][c:32]1[cH:33][cH:34][cH:35][cH:36][cH:37]1>>[CH2:2]([c:3]1[c:4]([CH2:22][CH2:23][CH2:24][CH2:25][C:26](=[O:27])[O:28][CH2:29][CH3:30])[c:5](-[c:14]2[cH:15][c:16]([C:20]#[N:21])[cH:17][cH:18][cH:19]2)[c:6]2[n:7]([n:8]1)[c:9]([CH2:12][CH3:13])[cH:10][cH:11]2)[O:31][c:32]1[cH:33][cH:34][cH:35][cH:36][cH:37]1. Reactants: C1(CC1)N(C=1C(=NC=C(C1)CC1=CC=C(C=C1)F)C(=O)OC)C(CC(=O)OCC)=O (methyl 3-{cyclopropyl[3-(ethyloxy)-3-oxopropanoyl]amino}-5-[(4-fluorophenyl)methyl]-2-pyridinecarboxylate), [O-]CC.[Na+] (sodium ethoxide). Solvent: C(C)O (ethanol). Product: C1(CC1)N1C(C(=C(C2=NC=C(C=C12)CC1=CC=C(C=C1)F)O)C(=O)OCC)=O (ethyl 1-cyclopropyl-7-[(4-fluorophenyl)methyl]-4-hydroxy-2-oxo-1,2-dihydro-1,5-naphthyridine-3-carboxylate). Yield: 97.6%. As a reaction SMILES: [CH:1]1([N:4]([C:23](=[O:30])[CH2:24][C:25]([O:27][CH2:28][CH3:29])=[O:26])[C:5]2[C:6]([C:19]([O:21]C)=O)=[N:7][CH:8]=[C:9]([CH2:11][C:12]3[CH:17]=[CH:16][C:15]([F:18])=[CH:14][CH:13]=3)[CH:10]=2)[CH2:3][CH2:2]1.[O-]CC.[Na+]>C(O)C>[CH:1]1([N:4]2[C:5]3[C:6](=[N:7][CH:8]=[C:9]([CH2:11][C:12]4[CH:17]=[CH:16][C:15]([F:18])=[CH:14][CH:13]=4)[CH:10]=3)[C:19]([OH:21])=[C:24]([C:25]([O:27][CH2:28][CH3:29])=[O:26])[C:23]2=[O:30])[CH2:3][CH2:2]1 |f:1.2|. Procedure details: A solution of methyl 3-{cyclopropyl[3-(ethyloxy)-3-oxopropanoyl]amino}-5-[(4-fluorophenyl)methyl]-2-pyridinecarboxylate (402 mg, 0.97 mmol) in ethanol (20 mL) at 0° C. was treated with sodium ethoxide (165 mg, 2.4 mmol). The reaction mixture was allowed to warm to room temperature as the bath warmed overnight. Solvents were removed in vacuo and the residue was taken up in water. The pH was adjusted to ˜5 with 1 N HCl (aq) and the aqueous layer extracted with ethyl acetate. The organics were drie...